This data is from the Open Reaction Database (ORD), a public repository of structured organic reaction records. The task is: describe an organic reaction: reactants, conditions, products, and yield Yields the product CC(C)c1nc2c(s1)Nc1ccccc1N=C2N1CCN(C)C(CCO)C1. Reaction SMILES: [C:29]([O:30][BH-:31]([O:32][C:33](=[O:34])[CH3:35])[O:36][C:37](=[O:38])[CH3:39])(=[O:40])[CH3:41].[C:47](=[O:48])([OH:49])[O-:50].[CH2:27]=[O:28].[CH:1]([CH3:2])([CH3:3])[c:4]1[n:5][c:6]2[c:12]([s:13]1)[NH:11][c:10]1[c:9]([cH:17][cH:16][cH:15][cH:14]1)[N:8]=[C:7]2[N:18]1[CH2:19][CH:20]([CH2:24][CH2:25][OH:26])[NH:21][CH2:22][CH2:23]1.[Cl:43][CH:44]([Cl:45])[CH3:46].[Na+:42].[Na+:51]>>[CH:1]([CH3:2])([CH3:3])[c:4]1[n:5][c:6]2[c:12]([s:13]1)[NH:11][c:10]1[c:9]([cH:17][cH:16][cH:15][cH:14]1)[N:8]=[C:7]2[N:18]1[CH2:19][CH:20]([CH2:24][CH2:25][OH:26])[N:21]([CH3:29])[CH2:22][CH2:23]1. The reactants are CC(=O)O[BH-](OC(C)=O)OC(C)=O, O=C([O-])O, C=O, CC(C)c1nc2c(s1)Nc1ccccc1N=C2N1CCNC(CCO)C1, CC(Cl)Cl, [Na+], [Na+].